Task: describe an organic reaction: reactants, conditions, products, and yield. Dataset: the Open Reaction Database (ORD), a public repository of structured organic reaction records The reactants are Clc1cccc(Cl)c1Br, Cc1ccccc1B(O)O, Cc1ccccc1, [K+], [K+], [K+], O=P([O-])([O-])[O-]. Product: Cc1ccccc1-c1c(Cl)cccc1Cl. As a reaction SMILES: [Br:1][c:2]1[c:3]([Cl:9])[cH:4][cH:5][cH:6][c:7]1[Cl:8].[CH3:10][c:11]1[c:12]([B:17]([OH:18])[OH:19])[cH:13][cH:14][cH:15][cH:16]1.[CH3:28][c:29]1[cH:30][cH:31][cH:32][cH:33][cH:34]1.[K+:25].[K+:26].[K+:27].[P:20]([O-:21])([O-:22])([O-:23])=[O:24]>>[c:2]1(-[c:12]2[c:11]([CH3:10])[cH:16][cH:15][cH:14][cH:13]2)[c:3]([Cl:9])[cH:4][cH:5][cH:6][c:7]1[Cl:8]. The reactants are CS(=O)(=O)OCCOc1cccc(Nc2ncc(-c3ccc(OC(F)F)cc3)cn2)c1, CCOC(=O)C1CCNCC1, CN(C)C=O. Product: CCOC(=O)C1CCN(CCOc2cccc(Nc3ncc(-c4ccc(OC(F)F)cc4)cn3)c2)CC1. Reaction SMILES: [CH3:1][S:2]([O:3][CH2:6][CH2:7][O:8][c:9]1[cH:10][c:11]([NH:15][c:16]2[n:17][cH:18][c:19](-[c:22]3[cH:23][cH:24][c:25]([O:28][CH:29]([F:30])[F:31])[cH:26][cH:27]3)[cH:20][n:21]2)[cH:12][cH:13][cH:14]1)(=[O:4])=[O:5].[NH:32]1[CH2:33][CH2:34][CH:35]([C:38](=[O:39])[O:40][CH2:41][CH3:42])[CH2:36][CH2:37]1.[O:43]=[CH:44][N:45]([CH3:46])[CH3:47]>>[CH2:6]([CH2:7][O:8][c:9]1[cH:10][c:11]([NH:15][c:16]2[n:17][cH:18][c:19](-[c:22]3[cH:23][cH:24][c:25]([O:28][CH:29]([F:30])[F:31])[cH:26][cH:27]3)[cH:20][n:21]2)[cH:12][cH:13][cH:14]1)[N:32]1[CH2:33][CH2:34][CH:35]([C:38](=[O:39])[O:40][CH2:41][CH3:42])[CH2:36][CH2:37]1. Solvent: O (Water), C(C)(=O)OCC.CCCCCC (ethyl acetate hexane), C(C)O (ethanol). Product: CC1=C(N=C(O1)C1=CC=CC=C1)COC=1C=C(CO\N=C(\C(=O)OCC)/CCCCC2=CC=CC=C2)C=CC1 (ethyl E-[3-(5-methyl-2-phenyl-4-oxazolylmethoxy)benzyloxyimino]-6-phenylhexanoate). Isolated yield 58.1%. The reactants are CC1=C(N=C(O1)C1=CC=CC=C1)COC=1C=C(CON)C=CC1 (3-(5-methyl-2-phenyl-4-oxazolylmethoxy)benzyloxyamine), O=C(CCCCC(=O)OCC)C1=CC=CC=C1 (ethyl 6-oxo-6-phenylhexanoate), C(C)(=O)O (acetic acid), C(C)(=O)[O-].[Na+] (sodium acetate). Reported procedure: After a mixture of 3-(5-methyl-2-phenyl-4-oxazolylmethoxy)benzyloxyamine (600 mg), ethyl 6-oxo-6-phenylhexanoate (452 mg), acetic acid (0.331 ml), sodium acetate (317 mg) and ethanol (20 ml) was heated to reflux for 15 hours, the mixture was cooled to room temperature. Water was added to the reaction mixture and extracted with ethyl acetate. The ethyl acetate layer was washed with an aqueous saturated solution of sodium chloride, dried (MgSO4) and concentrated. The residue was subjected to silic... Reaction SMILES: [CH3:1][C:2]1[O:6][C:5]([C:7]2[CH:12]=[CH:11][CH:10]=[CH:9][CH:8]=2)=[N:4][C:3]=1[CH2:13][O:14][C:15]1[CH:16]=[C:17]([CH:21]=[CH:22][CH:23]=1)[CH2:18][O:19][NH2:20].O=[C:25]([C:35]1[CH:40]=[CH:39][CH:38]=[CH:37][CH:36]=1)[CH2:26][CH2:27][CH2:28][CH2:29][C:30]([O:32][CH2:33][CH3:34])=[O:31].C(O)(=O)C.C([O-])(=O)C.[Na+]>C(OCC)(=O)C.CCCCCC.O.C(O)C>[CH3:1][C:2]1[O:6][C:5]([C:7]2[CH:8]=[CH:9][CH:10]=[CH:11][CH:12]=2)=[N:4][C:3]=1[CH2:13][O:14][C:15]1[CH:16]=[C:17]([CH:21]=[CH:22][CH:23]=1)[CH2:18][O:19]/[N:20]=[C:29](\[CH2:28][CH2:27][CH2:26][CH2:25][C:35]1[CH:36]=[CH:37][CH:38]=[CH:39][CH:40]=1)/[C:30]([O:32][CH2:33][CH3:34])=[O:31] |f:3.4,5.6|. Starting materials: Cl (HCl), N(CC(=O)ON1C(=O)CCC1=O)C(=O)OC(C)(C)C (Boc-Gly-OSu), N[C@@H](CCC(OCC1=CC=CC=C1)=O)C(=O)OCC1=CC=CC=C1 (H-Glu(OBzl)-OBzl). Reagents/catalysts: CCN(CC)CC (Et3N). Run in CN(C)C=O (DMF), CCN(CC)CC (Et3N). Conditions: time 8 hour. Product: N(CC(=O)N[C@@H](CCC(OCC1=CC=CC=C1)=O)C(=O)OCC1=CC=CC=C1)C(=O)OC(C)(C)C (Boc-Gly-Glu(OBzl)-OBzl). As a reaction SMILES: Cl.[NH2:2][C@H:3]([C:16]([O:18][CH2:19][C:20]1[CH:25]=[CH:24][CH:23]=[CH:22][CH:21]=1)=[O:17])[CH2:4][CH2:5][C:6](=[O:15])[O:7][CH2:8][C:9]1[CH:14]=[CH:13][CH:12]=[CH:11][CH:10]=1.[NH:26]([C:38]([O:40][C:41]([CH3:44])([CH3:43])[CH3:42])=[O:39])[CH2:27][C:28](ON1C(=O)CCC1=O)=[O:29]>CN(C=O)C.CCN(CC)CC>[NH:26]([C:38]([O:40][C:41]([CH3:44])([CH3:43])[CH3:42])=[O:39])[CH2:27][C:28]([NH:2][C@H:3]([C:16]([O:18][CH2:19][C:20]1[CH:21]=[CH:22][CH:23]=[CH:24][CH:25]=1)=[O:17])[CH2:4][CH2:5][C:6](=[O:15])[O:7][CH2:8][C:9]1[CH:14]=[CH:13][CH:12]=[CH:11][CH:10]=1)=[O:29]. Procedure: To a stirred solution at 0° C, of HCl.H-Glu(OBzl)-OBzl (1.82 g, 5 mmol) in DMF (35 ml), Et3N (0.7 ml) was added dropwise followed by Boc-Gly-OSu (1.5 g, 5.5 mmol). The mixture was stirrred at 0° C for 2 hr and at room temperature overnight; pH 8 was maintained by addition of a few drops of Et3N. The reaction mixture was then evaporated to a small volume and H2O was added. The precipitated oil was extracted with EtOAc and the organic phase was washed with 1 M AcOH, water, and dried (Na2SO4). Evap... Starting materials: Br, CC[Mg]Cl, CN(C)C=O, C1CCOC1, BrC1=C(c2ccc3sccc3c2)N2CCN=C2S1. The product is O=CC1=C(c2ccc3sccc3c2)N2CCN=C2S1. As a reaction SMILES: [BrH:1].[CH3:20][CH2:21][Mg:22][Cl:23].[CH3:24][N:25]([CH:26]=[O:27])[CH3:28].[O:29]1[CH2:30][CH2:31][CH2:32][CH2:33]1.[s:2]1[c:3]2[c:4]([cH:5][cH:6]1)[cH:7][c:8]([C:11]1=[C:15]([Br:16])[S:14][C:13]3=[N:17][CH2:18][CH2:19][N:12]13)[cH:9][cH:10]2>>[s:2]1[c:3]2[c:4]([cH:5][cH:6]1)[cH:7][c:8]([C:11]1=[C:15]([CH:26]=[O:27])[S:14][C:13]3=[N:17][CH2:18][CH2:19][N:12]13)[cH:9][cH:10]2. The reactants are Cl.BrC1=CC=C(C=C1)CN ((4-Bromophenyl)methanamine hydrochloride), C[O-].[Na+] (sodium methoxide), C(C)OC(C(OC)=N)OCC (methyl 2,2-diethoxyacetimidate). Run in CO (methanol). The product is BrC1=CC=C(CNC(C(OCC)OCC)=N)C=C1 (N-(4-Bromobenzyl)-2,2-diethoxyacetimidamide). The yield is 62.3%. As a reaction SMILES: Cl.[Br:2][C:3]1[CH:8]=[CH:7][C:6]([CH2:9][NH2:10])=[CH:5][CH:4]=1.C[O-].[Na+].[CH2:14]([O:16][CH:17]([O:22][CH2:23][CH3:24])[C:18](=[NH:21])OC)[CH3:15]>CO>[Br:2][C:3]1[CH:8]=[CH:7][C:6]([CH2:9][NH:10][C:18](=[NH:21])[CH:17]([O:22][CH2:23][CH3:24])[O:16][CH2:14][CH3:15])=[CH:5][CH:4]=1 |f:0.1,2.3|. Reported procedure: (4-Bromophenyl)methanamine hydrochloride (2.359 g, 10.39 mmol) and sodium methoxide (2.376 mL, 10.39 mmol) were added to a solution of methyl 2,2-diethoxyacetimidate (3.35 g, 20.78 mmol) in methanol (10 ml). The cloudy mixture was heated at 70 C for 1.5 h and the resulting yellow mixture was concentrated. The residue was purified by silica gel with 100% ethyl acetate to give a yellow viscous oil (2.04 g, 62%). 1H NMR (400 MHz, CDCl3) δ ppm 7.47 (2H, d, J=8.56 Hz), 7.23 (2H, d, J=8.06 Hz), 6.76 (... Run in C(C)#N (acetonitrile). RXN SMILES: [Cl:1][C:2]1[CH:3]=[C:4]([N:8]([CH2:10][C:11]([O:13][CH3:14])=[O:12])[NH2:9])[CH:5]=[CH:6][CH:7]=1.[CH3:15][N:16]=[C:17]=[O:18]>C(#N)C>[Cl:1][C:2]1[CH:3]=[C:4]([N:8]([CH2:10][C:11]([O:13][CH3:14])=[O:12])[NH:9][C:17]([NH:16][CH3:15])=[O:18])[CH:5]=[CH:6][CH:7]=1. Reported procedure: Methyl [1-(3-chlorophenyl)hydrazino]acetate (1.78 g) was dissolved in acetonitrile (20 ml) under nitrogen at room temperature. Methyl isocyanate (1.7 ml) was added to the solution which was then heated at 80° for 2 h. The solvent was removed in vacuo to give an oily residue which solidified on standing. This solid was triturated with ether and filtered to give the title compound (2.0 g), m.p. 121°-122°. Starting materials: ClC=1C=C(C=CC1)N(N)CC(=O)OC (Methyl [1-(3-chlorophenyl)hydrazino]acetate), CN=C=O (Methyl isocyanate). Yields the product ClC=1C=C(C=CC1)N(NC(=O)NC)CC(=O)OC (Methyl [1-(3-chlorophenyl)-2-[(methylamino)carbonyl]hydrazino]acetate).